From a dataset of the Open Reaction Database (ORD), a public repository of structured organic reaction records. describe an organic reaction: reactants, conditions, products, and yield The reactants are CO, COC(=O)C1CN(Cc2ccccc2)CC1c1ccc(OC)c(OC2CCCC2)c1. The product is COC(=O)C1CNCC1c1ccc(OC)c(OC2CCCC2)c1. RXN SMILES: [CH3:31][OH:32].[CH:1]1([O:6][c:7]2[cH:8][c:9]([CH:15]3[CH2:16][N:17]([CH2:24][c:25]4[cH:26][cH:27][cH:28][cH:29][cH:30]4)[CH2:18][CH:19]3[C:20](=[O:21])[O:22][CH3:23])[cH:10][cH:11][c:12]2[O:13][CH3:14])[CH2:2][CH2:3][CH2:4][CH2:5]1>>[CH:1]1([O:6][c:7]2[cH:8][c:9]([CH:15]3[CH2:16][NH:17][CH2:18][CH:19]3[C:20](=[O:21])[O:22][CH3:23])[cH:10][cH:11][c:12]2[O:13][CH3:14])[CH2:2][CH2:3][CH2:4][CH2:5]1. Reactants: C(C1=CC=CC=C1)OC[C@H]1COCC=2N1C1=C(C(=NC3=CC=CC=C13)N)N2 ((11S)-11-[(Benzyloxy)methyl]-10,11-dihydro-8H-[1,4]oxazino[4′,3′:1,2]imidazo[4,5-c]quinolin-6-amine), Cl (HCl). Reagents/catalysts: [Pd] (Palladium on carbon). Run in CO (methanol), C(C)O (ethanol). Reaction conditions: time 18 hour. Product: NC1=NC2=CC=CC=C2C2=C1N=C1N2[C@H](COC1)CO ([(11S)-6-Amino-10,11-dihydro-8H-[1,4]oxazino[4′,3′:1,2]imidazo[4,5-c]quinolin-11-yl]methanol). The yield is 38.1%. RXN SMILES: C([O:8][CH2:9][C@@H:10]1[N:15]2[C:16]3[C:25]4[C:20](=[CH:21][CH:22]=[CH:23][CH:24]=4)[N:19]=[C:18]([NH2:26])[C:17]=3[N:27]=[C:14]2[CH2:13][O:12][CH2:11]1)C1C=CC=CC=1.Cl>CO.[Pd].C(O)C>[NH2:26][C:18]1[C:17]2[N:27]=[C:14]3[CH2:13][O:12][CH2:11][C@H:10]([CH2:9][OH:8])[N:15]3[C:16]=2[C:25]2[C:20](=[CH:21][CH:22]=[CH:23][CH:24]=2)[N:19]=1. Procedure details: (11S)-11-[(Benzyloxy)methyl]-10,11-dihydro-8H-[1,4]oxazino[4′,3′:1,2]imidazo[4,5-c]quinolin-6-amine (297 mg, 0.825 mmol) was dissolved in 20 mL of methanol and the solution was placed in a pressure bottle. Palladium on carbon (10%, 230 mg) and 0.5 mL of 3 M HCl in ethanol were then added and the reaction mixture was shaken under H2 at 50 PSI (3.4×105 Pa). After 18 hours, the reaction mixture was filtered through a pad of CELITE filter agent. The pad was rinsed with methanol and the combined filt... Starting materials: C(C)(C)(C)OC(=O)N[C@H](C(=O)OC)C(C)=O ((S)-methyl 2-((tert-butoxycarbonyl)amino)-3-oxobutanoate), C1(CCC1)NNC (1-cyclobutyl-2-methylhydrazine), C(C)(=O)[O-].[Na+] (sodium acetate). Solvent: O (water), CCOC(=O)C (EtOAc), CCOC(=O)C (EtOAc). Reaction conditions: temperature 80 celsius, time 4 hour. The product is C1(CCC1)N1N(C(=C(C1=O)NC(OC(C)(C)C)=O)C)C (tert-Butyl (2-cyclobutyl-1,5-dimethyl-3-oxo-2,3-dihydro-1H-pyrazol-4-yl)carbamate). RXN SMILES: [C:1]([O:5][C:6]([NH:8][C@@H:9]([C:14](=O)[CH3:15])[C:10]([O:12]C)=O)=[O:7])([CH3:4])([CH3:3])[CH3:2].[CH:17]1([NH:21][NH:22][CH3:23])[CH2:20][CH2:19][CH2:18]1.C([O-])(=O)C.[Na+]>CCOC(C)=O.O>[CH:17]1([N:21]2[C:10](=[O:12])[C:9]([NH:8][C:6](=[O:7])[O:5][C:1]([CH3:2])([CH3:3])[CH3:4])=[C:14]([CH3:15])[N:22]2[CH3:23])[CH2:20][CH2:19][CH2:18]1 |f:2.3|. Procedure details: A solution of (S)-methyl 2-((tert-butoxycarbonyl)amino)-3-oxobutanoate (400 mg, 1.730 mmol) in EtOAc (6.407 mL) was treated with 1-cyclobutyl-2-methylhydrazine (284 mg, 2.076 mmol) followed by sodium acetate (213 mg, 2.59 mmol). The suspension was stirred at room temperature for 30 minutes and at 80° C. for 4 hours. The resulting mixture was diluted with water (10 mL) and EtOAc was added. The layers were separated and aqueous extracted with EtOAc. The combined organic layers were washed with bri...